From a dataset of the Open Reaction Database (ORD), a public repository of structured organic reaction records. describe an organic reaction: reactants, conditions, products, and yield Reactants: BrCCCCC(=O)OCC(=O)C1CCC2C3CCC4=CC(CCC4(C3CCC12C)C)=O (2-(10,13-Dimethyl-3-oxo-2,3,6,7,8,9,10,11,12,13,14,15,16,17-tetradecahydro-1H-cyclopenta[a]phenanthren-17-yl)-2-oxoethyl 5-bromopentanoate), [N-]=[N+]=[N-].[Na+] (sodium azide). Solvent: CN(C=O)C (N,N-dimethylformamide). Conditions: temperature 65 celsius, time 8 hour. The product is N(=[N+]=[N-])CCCCC(=O)OCC(=O)C1CCC2C3CCC4=CC(CCC4(C3CCC12C)C)=O (2-(10,13-Dimethyl-3-oxo-2,3,6,7,8,9,10,11,12,13,14,15,16,17-tetradecahydro-1H-cyclopenta[a]phenanthren-17-yl)-2-oxoethyl 5-azidopentanoate). Yield: 70.8%. As a reaction SMILES: Br[CH2:2][CH2:3][CH2:4][CH2:5][C:6]([O:8][CH2:9][C:10]([CH:12]1[C:28]2([CH3:29])[CH:15]([CH:16]3[CH:25]([CH2:26][CH2:27]2)[C:24]2([CH3:30])[C:19](=[CH:20][C:21](=[O:31])[CH2:22][CH2:23]2)[CH2:18][CH2:17]3)[CH2:14][CH2:13]1)=[O:11])=[O:7].[N-:32]=[N+:33]=[N-:34].[Na+]>CN(C)C=O>[N:32]([CH2:2][CH2:3][CH2:4][CH2:5][C:6]([O:8][CH2:9][C:10]([CH:12]1[C:28]2([CH3:29])[CH:15]([CH:16]3[CH:25]([CH2:26][CH2:27]2)[C:24]2([CH3:30])[C:19](=[CH:20][C:21](=[O:31])[CH2:22][CH2:23]2)[CH2:18][CH2:17]3)[CH2:14][CH2:13]1)=[O:11])=[O:7])=[N+:33]=[N-:34] |f:1.2|. Procedure: To a solution of 8 (325 mg, 0.639 mmol) in anhydrous N,N-dimethylformamide (7 mL) was added sodium azide (415 mg, 6.39 mmol). The reaction mixture was heated to 65° C. and stirred overnight. Excess sodium azide was filtered off and the solvent was removed by rotary evaporation. The crude residue was dissolved in ethyl acetate and washed with water three times. The organic layer was dried over sodium sulfate and concentrated followed by flash chromatography in hexanes/ethyl acetate (4:3) to give ... Reactants: Cl, CON, O, c1ccncc1, O=Cc1cccc2[nH]ccc12. Product: CON=Cc1cccc2[nH]ccc12. Reaction SMILES: [ClH:18].[O:19]([CH3:20])[NH2:21].[OH2:22].[cH:12]1[cH:13][cH:14][n:15][cH:16][cH:17]1.[nH:1]1[cH:2][cH:3][c:4]2[c:5]([CH:10]=[O:11])[cH:6][cH:7][cH:8][c:9]12>>[nH:1]1[cH:2][cH:3][c:4]2[c:5]([CH:10]=[N:21][O:19][CH3:20])[cH:6][cH:7][cH:8][c:9]12.